From a dataset of the Open Reaction Database (ORD), a public repository of structured organic reaction records. describe an organic reaction: reactants, conditions, products, and yield Starting materials: FC(C1=CC=C(C=C1)C1(CN(C1)C(C1=CC=CC=C1)C1=CC=CC=C1)O)(F)F (3-(4-(Trifluoromethyl)phenyl)-1-(diphenylmethyl)azetidin-3-ol), C(C)(C)(C)C1=CC=C(C=C1)C1(CN(C1)C(C1=CC=CC=C1)C1=CC=CC=C1)Cl (3-(4-tert-Butylphenyl)-3-chloro-1-(diphenylmethyl)azetidine). Product: ClC1(CN(C1)C(C1=CC=CC=C1)C1=CC=CC=C1)C1=CC=C(C=C1)C(F)(F)F (3-Chloro-3-(4-(trifluoromethyl)phenyl)(dipbenylmethyl)azetidine). As a reaction SMILES: [F:1][C:2]([F:28])([F:27])[C:3]1[CH:8]=[CH:7][C:6]([C:9]2(O)[CH2:12][N:11]([CH:13]([C:20]3[CH:25]=[CH:24][CH:23]=[CH:22][CH:21]=3)[C:14]3[CH:19]=[CH:18][CH:17]=[CH:16][CH:15]=3)[CH2:10]2)=[CH:5][CH:4]=1.C(C1C=CC(C2([Cl:56])CN(C(C3C=CC=CC=3)C3C=CC=CC=3)C2)=CC=1)(C)(C)C>>[Cl:56][C:9]1([C:6]2[CH:7]=[CH:8][C:3]([C:2]([F:28])([F:27])[F:1])=[CH:4][CH:5]=2)[CH2:12][N:11]([CH:13]([C:20]2[CH:25]=[CH:24][CH:23]=[CH:22][CH:21]=2)[C:14]2[CH:19]=[CH:18][CH:17]=[CH:16][CH:15]=2)[CH2:10]1. Procedure details: This compound was prepared from compound (30) using the procedure described for compound (10). Reactants: CC(Cl)c1cccnc1, O=C(O)C1Cc2c(OCc3ccccc3)cccc21. The reagents and catalysts are O=C([O-])[O-].[Cs+].[Cs+] (cesium carbonate), [I-].[K+] (potassium iodide). Run in CN(C)C=O (DMF), CN(C)C=O (dmf), CN(C)C=O (DMF). Run at temperature 70 celsius, time 16 hour. Yields the product CC(OC(=O)C1Cc2c(OCc3ccccc3)cccc21)c1cccnc1. Reactants: FC(C(=O)O)(F)F.N[C@@H]1C(NC2=C(OC1)C=C(C=C2)C)=O ((S)-3-amino-8-methyl-2,3-dihydrobenzo[b][1,4]oxazepin-4(5H)-one trifluoroacetate), C[C@H]1[C@@H](C(NC2=C(O1)C=C(C=C2)C)=O)NC(OC(C)(C)C)=O (tert-butyl (2S,3S)-2,8-dimethyl-4-oxo-2,3,4,5-tetrahydrobenzo[b][1,4]oxazepin-3-ylcarbamate). Conditions: temperature 0 celsius, time 20 minute. The product is FC(C(=O)O)(F)F.N[C@@H]1C(NC2=C(O[C@H]1C)C=C(C=C2)C)=O ((2S,3S)-3-Amino-2,8-dimethyl-2,3-dihydrobenzo[b][1,4]oxazepin-4 (5H)-one trifluoro acetate). Yield: 112.0%. As a reaction SMILES: [F:1][C:2]([F:7])([F:6])[C:3]([OH:5])=[O:4].N[C@H]1COC2C=C(C)C=CC=2NC1=O.[CH3:22][C@@H:23]1[O:29][C:28]2[CH:30]=[C:31]([CH3:34])[CH:32]=[CH:33][C:27]=2[NH:26][C:25](=[O:35])[C@H:24]1[NH:36]C(=O)OC(C)(C)C>>[F:1][C:2]([F:7])([F:6])[C:3]([OH:5])=[O:4].[NH2:36][C@H:24]1[C@H:23]([CH3:22])[O:29][C:28]2[CH:30]=[C:31]([CH3:34])[CH:32]=[CH:33][C:27]=2[NH:26][C:25]1=[O:35] |f:0.1,3.4|. Procedure: In a similar manner to that described for the preparation of (S)-3-amino-8-methyl-2,3-dihydrobenzo[b][1,4]oxazepin-4(5H)-one trifluoroacetate except the reaction mixture was stirred at 0° C. for 30 min. and at RT for 20 min., tert-butyl (2S,3S)-2,8-dimethyl-4-oxo-2,3,4,5-tetrahydrobenzo[b][1,4]oxazepin-3-ylcarbamate was converted to the title compound (175 mg, 112%) which was used without purification. Reactants: CCN(C(C)C)C(C)C, ClCCCl, CC(C)(C)CC1NC(C(=O)O)C(c2cccc(Cl)c2F)C12C(=O)Nc1cc(Cl)cc(F)c12, O=C(O)C(F)(F)F, COc1cc(C#N)ccc1N, O=P(Cl)(c1ccccc1)c1ccccc1. Product: COc1cc(C#N)ccc1NC(=O)C1NC(CC(C)(C)C)C2(C(=O)Nc3cc(Cl)cc(F)c32)C1c1cccc(Cl)c1F. As a reaction SMILES: [CH:40]([N:41]([CH:42]([CH3:43])[CH3:44])[CH2:45][CH3:46])([CH3:47])[CH3:48].[Cl:75][CH2:76][CH2:77][Cl:78].[Cl:8][c:9]1[cH:10][c:11]([F:39])[c:12]2[c:16]([cH:17]1)[NH:15][C:14](=[O:18])[C:13]21[CH:19]([CH2:34][C:35]([CH3:36])([CH3:37])[CH3:38])[NH:20][CH:21]([C:31](=[O:32])[OH:33])[CH:22]1[c:23]1[c:24]([F:30])[c:25]([Cl:29])[cH:26][cH:27][cH:28]1.[F:1][C:2]([F:3])([F:4])[C:5]([OH:6])=[O:7].[NH2:64][c:65]1[c:66]([O:73][CH3:74])[cH:67][c:68]([C:69]#[N:70])[cH:71][cH:72]1.[c:49]1([P:50]([Cl:51])([c:52]2[cH:53][cH:54][cH:55][cH:56][cH:57]2)=[O:58])[cH:59][cH:60][cH:61][cH:62][cH:63]1>>[Cl:8][c:9]1[cH:10][c:11]([F:39])[c:12]2[c:16]([cH:17]1)[NH:15][C:14](=[O:18])[C:13]21[CH:19]([CH2:34][C:35]([CH3:36])([CH3:37])[CH3:38])[NH:20][CH:21]([C:31](=[O:33])[NH:64][c:65]2[c:66]([O:73][CH3:74])[cH:67][c:68]([C:69]#[N:70])[cH:71][cH:72]2)[CH:22]1[c:23]1[c:24]([F:30])[c:25]([Cl:29])[cH:26][cH:27][cH:28]1.